From a dataset of the Open Reaction Database (ORD), a public repository of structured organic reaction records. describe an organic reaction: reactants, conditions, products, and yield Run in S(O)(O)(=O)=O (sulphuric acid). The reactants are [N+](=O)(O)[O-] (nitric acid), C(C)(=O)C=1C(=C(C(=O)NC2=NN=NN2)C=CC1)O (3-Acetyl-2-hydroxy-N-(tetrazol-5-yl)benzamide), O (water). As a reaction SMILES: C([C:4]1[C:5](O)=[C:6]([CH:15]=[CH:16][CH:17]=1)[C:7]([NH:9]C1NN=NN=1)=[O:8])(=O)C.[N+]([O-])(O)=O.O>S(=O)(=O)(O)O>[C:7]([NH2:9])(=[O:8])[C:6]1[CH:15]=[CH:16][CH:17]=[CH:4][CH:5]=1. The product is C(C1=CC=CC=C1)(=O)N (benzamide). Run at temperature 0 celsius, time 20 hour. Procedure: 3-Acetyl-2-hydroxy-N-(tetrazol-5-yl)benzamide (6.0 g) was dissolved in concentrated sulphuric acid (30 ml). The solution was then cooled to 0° C. and, with stirring, was treated with concentrated nitric acid (density 1.42; 1.62 ml) at such a rate that the temperature did not exceed 10° C. The mixture was left to stand at between 0° and 5° C. for 20 hours, and was then poured into a mixture of ice and water (300 ml). The precipitated solid was collected, washed with water, and recrystallized from... Run in C(C)O (ethanol), O (water). Procedure details: To the compound (2,4-difluorophenyl)[1-(phenylmethyl)-3-pyrrolidinyl]methanone (22 g) in 95% ethanol (350 ml) and water (100 ml) was added NH2OHHCl (10.1 g) and ammonium acetate (12.7 g, 2.1 eq). The resulting mixture was refluxed for 3.5 hours. The mixture was then allowed to stir at room temperature for 24 hours. The reaction mixture was concentrated to remove ethanol, poured into water (500 ml), and extracted with dichloromethane (500 ml). This was followed by washing with water, brine, and d... As a reaction SMILES: [F:1][C:2]1[CH:7]=[C:6]([F:8])[CH:5]=[CH:4][C:3]=1[C:9]([CH:11]1[CH2:15][CH2:14][N:13]([CH2:16][C:17]2[CH:22]=[CH:21][CH:20]=[CH:19][CH:18]=2)[CH2:12]1)=O.C([O-])(=[O:25])C.[NH4+:27]>C(O)C.O>[F:1][C:2]1[CH:7]=[C:6]([F:8])[CH:5]=[CH:4][C:3]=1[C:9]([CH:11]1[CH2:15][CH2:14][N:13]([CH2:16][C:17]2[CH:18]=[CH:19][CH:20]=[CH:21][CH:22]=2)[CH2:12]1)=[N:27][OH:25] |f:1.2|. Starting materials: FC1=C(C=CC(=C1)F)C(=O)C1CN(CC1)CC1=CC=CC=C1 ((2,4-difluorophenyl)[1-(phenylmethyl)-3-pyrrolidinyl]methanone), C(C)(=O)[O-].[NH4+] (ammonium acetate). Yields the product FC1=C(C=CC(=C1)F)C(=NO)C1CN(CC1)CC1=CC=CC=C1 ((2,4-difluorophenyl)[1-(phenylmethyl)-3-pyrrolidinyl]methanone oxime). Isolated yield 52.0%. Reaction conditions: time 24 hour.